This data is from the Open Reaction Database (ORD), a public repository of structured organic reaction records. The task is: describe an organic reaction: reactants, conditions, products, and yield The reactants are C(C)OC(=O)C1NCC=2NC3=CC=CC=C3C2C1C (4-methyl-1,2,3,4-tetrahydro-β-carbolin-3-carboxylic acid ethyl ester). The solvent is C=1(C(=CC=CC1)C)C (xylene). Reaction conditions: time 10 minute. The product is C(C)OC(=O)C=1N=CC=2NC3=CC=CC=C3C2C1C (4-Methyl-β-carbolin-3-carboxylic acid ethyl ester). Yield: 72.0%. RXN SMILES: [CH2:1]([O:3][C:4]([CH:6]1[CH:18]([CH3:19])[C:17]2[C:16]3[C:11](=[CH:12][CH:13]=[CH:14][CH:15]=3)[NH:10][C:9]=2[CH2:8][NH:7]1)=[O:5])[CH3:2]>C1(C)C(C)=CC=CC=1>[CH2:1]([O:3][C:4]([C:6]1[N:7]=[CH:8][C:9]2[NH:10][C:11]3[C:16]([C:17]=2[C:18]=1[CH3:19])=[CH:15][CH:14]=[CH:13][CH:12]=3)=[O:5])[CH3:2]. Reported procedure: 10.2 g of 4-methyl-1,2,3,4-tetrahydro-β-carbolin-3-carboxylic acid ethyl ester is dissolved/suspended in 300 ml xylene and the mixture is boiled for 10 minutes in a Dean-Stark apparatus to remove moisture. After cooling to 100°-110° C., 2.1 mole equivalents of sulphur are added and the mixture is boiled under reflux for 5 hours. The progress of the reaction is followed by DC. Subsequently, the xylene is evaporated in vacuo. The remainder is dissolved in chloroform and purified by chromatography ... Starting materials: COC(=O)CC(=O)Nc1ccc(CCc2ccc(Cl)cc2)cc1, CO, N. Product: NC(=O)CC(=O)Nc1ccc(CCc2ccc(Cl)cc2)cc1. As a reaction SMILES: [CH3:1][O:2][C:3]([CH2:4][C:5](=[O:6])[NH:7][c:8]1[cH:9][cH:10][c:11]([CH2:14][CH2:15][c:16]2[cH:17][cH:18][c:19]([Cl:22])[cH:20][cH:21]2)[cH:12][cH:13]1)=[O:23].[CH3:25][OH:26].[NH3:24]>>[O:2]=[C:3]([CH2:4][C:5](=[O:6])[NH:7][c:8]1[cH:9][cH:10][c:11]([CH2:14][CH2:15][c:16]2[cH:17][cH:18][c:19]([Cl:22])[cH:20][cH:21]2)[cH:12][cH:13]1)[NH2:24]. Reactants: BrC12CC3CC(CC(C1)C3)C2 (1-bromoadamantane), [PH4+] (phosphonium), ( 15 ), [BH4-].[Na+] (NaBH4), CC(C)(C#N)N=NC(C)(C)C#N (AIBN). The solvent is CC#N (CH3CN), C(Cl)(Cl)Cl (CHCl3). The product is C12CC3CC(CC(C1)C3)C2 (adamantane). As a reaction SMILES: Br[C:2]12[CH2:11][CH:6]3[CH2:7][CH:8]([CH2:10][CH:4]([CH2:5]3)[CH2:3]1)[CH2:9]2.[PH4+].[BH4-].[Na+].CC(N=NC(C#N)(C)C)(C#N)C>CC#N.C(Cl)(Cl)Cl>[CH:2]12[CH2:11][CH:6]3[CH2:7][CH:8]([CH2:10][CH:4]([CH2:5]3)[CH2:3]1)[CH2:9]2 |f:2.3|. Procedure details: A solution of 1-bromoadamantane (108 mg, 0.5 mmol, 1.0 equiv), the phosphonium supported chlorostanne (15) (82 mg, 0.1 mmol, 0.2 equiv), NaBH4 (28 mg, 0.75 mmol, 1.5 equiv) in CH3CN (2.5 mL, 0.2 M) was heated to reflux under Ar for 10 min. Then AIBN (8 mg, 0.05 mmol, 0.1 equiv) was added and the solution was heated to reflux for an additional 2 h. CHCl3 (5 mL) was added and the solution was filtered through Celite and the filtrate was concentrated under reduced pressure. The crude product was di... Product: C=C(C1C(C)(C)CCC1(C)C)C1(N)CC1. The reactants are C=C(C1C(C)(C)CCC1(C)C)C1(NC(=O)OC(C)(C)C)CC1, [K+], [OH-], O, O=C(O)C(F)(F)F. Reaction SMILES: [C:1]([O:2][C:3]([CH3:4])([CH3:5])[CH3:6])(=[O:7])[NH:8][C:9]1([C:12](=[CH2:13])[CH:14]2[C:15]([CH3:21])([CH3:22])[CH2:16][CH2:17][C:18]2([CH3:19])[CH3:20])[CH2:10][CH2:11]1.[K+:25].[OH-:24].[OH2:23].[OH:26][C:27]([C:28]([F:29])([F:30])[F:31])=[O:32]>>[NH2:8][C:9]1([C:12](=[CH2:13])[CH:14]2[C:15]([CH3:21])([CH3:22])[CH2:16][CH2:17][C:18]2([CH3:19])[CH3:20])[CH2:10][CH2:11]1.